Dataset: the Open Reaction Database (ORD), a public repository of structured organic reaction records. Task: describe an organic reaction: reactants, conditions, products, and yield Starting materials: S(=O)([O-])S(=O)[O-].[Na+].[Na+] (sodium hydrosulfite), C(C)(C)(C)C=1C(C=2CCCCC2C(C1)=O)=O (2-tert-butyl-5,6,7,8-tetrahydro-1,4-naphthoquinone), NC=1SC=CN1 (2-aminothiazole), N1=CC=CC=C1 (Pyridine). The reagents and catalysts are [Ti](Cl)(Cl)(Cl)Cl (titanium tetrachloride). Solvent: O (water), ClC(C)Cl (dichloroethane), O1CCCC1 (tetrahydrofuran). Conditions: time 15 minute. The product is C(C)(C)(C)C1=C(C=2CCCCC2C(=C1)NC=1SC=CN1)O (2-tert-butyl-4-(2-thiazolylamino)-5,6,7,8-tetrahydronaphthol). The yield is 12.4%. As a reaction SMILES: N1C=CC=CC=1.[C:7]([C:11]1[C:12](=[O:22])[C:13]2[CH2:14][CH2:15][CH2:16][CH2:17][C:18]=2[C:19](=O)[CH:20]=1)([CH3:10])([CH3:9])[CH3:8].[NH2:23][C:24]1[S:25][CH:26]=[CH:27][N:28]=1.S(S([O-])=O)([O-])=O.[Na+].[Na+]>ClC(Cl)C.O1CCCC1.O.[Ti](Cl)(Cl)(Cl)Cl>[C:7]([C:11]1[CH:20]=[C:19]([NH:23][C:24]2[S:25][CH:26]=[CH:27][N:28]=2)[C:18]2[CH2:17][CH2:16][CH2:15][CH2:14][C:13]=2[C:12]=1[OH:22])([CH3:10])([CH3:9])[CH3:8] |f:3.4.5|. Procedure details: Pyridine (3.71 ml) was dissolved in 137 ml of dichloroethane, followed by addition of 1.26 ml of titanium tetrachloride. The mixture was heated under reflux for 15 minutes. Then, 5.00 g of 2-tert-butyl-5,6,7,8-tetrahydro-1,4-naphthoquinone and 2.29 g of 2-aminothiazole were added, and the mixture was heated under reflux for 2 hours. The reaction mixture was cooled to room temperature and filtered through Celite pad. The insoluble matter was washed with ethyl acetate. The filtrate was concentrate...